Dataset: the Open Reaction Database (ORD), a public repository of structured organic reaction records. Task: describe an organic reaction: reactants, conditions, products, and yield Starting materials: diol, CC1=C(C(CCC1)(C)C)/C=C/C(=C/C=C/C(=C/C#C/C=C(/C=C/C=C(/C=C/C2=C(CCCC2(C)C)C)\C)\C)/C)/C (15,15' didehydro-β-carotene). The reagents and catalysts are [Pd].CC(=O)[O-].CC(=O)[O-].[Pb+2] (Lindlar catalyst). Yields the product CC1=C(C(CCC1)(C)C)/C=C/C(=C/C=C/C(=C/C=C\C=C(\C=C\C=C(\C=C\C2=C(CCCC2(C)C)C)/C)/C)/C)/C (15-cis-β-carotene). As a reaction SMILES: [CH3:1][C:2]1[CH2:7][CH2:6][CH2:5][C:4]([CH3:9])([CH3:8])[C:3]=1/[CH:10]=[CH:11]/[C:12](/[CH3:40])=[CH:13]/[CH:14]=[CH:15]/[C:16](/[CH3:39])=[CH:17]/[C:18]#[C:19]/[CH:20]=[C:21](\[CH3:38])/[CH:22]=[CH:23]/[CH:24]=[C:25](\[CH3:37])/[CH:26]=[CH:27]/[C:28]1[C:33]([CH3:35])([CH3:34])[CH2:32][CH2:31][CH2:30][C:29]=1[CH3:36]>[Pd].CC([O-])=O.CC([O-])=O.[Pb+2]>[CH3:36][C:29]1[CH2:30][CH2:31][CH2:32][C:33]([CH3:34])([CH3:35])[C:28]=1/[CH:27]=[CH:26]/[C:25](/[CH3:37])=[CH:24]/[CH:23]=[CH:22]/[C:21](/[CH3:38])=[CH:20]/[CH:19]=[CH:18]\[CH:17]=[C:16](/[CH3:39])\[CH:15]=[CH:14]\[CH:13]=[C:12](/[CH3:40])\[CH:11]=[CH:10]\[C:3]1[C:4]([CH3:9])([CH3:8])[CH2:5][CH2:6][CH2:7][C:2]=1[CH3:1] |f:1.2.3.4|. Procedure: Two moles of β-C19 -aldehyde (I) are condensed with acetylenedimagnesium bromide to give the C40 -diol (II). The C40 -diol is converted into 15,15' didehydro-β-carotene (III) by allylic rearrangement with simultaneous dehydration. The product is partially hydrogenated over Lindlar catalyst to give mainly 15-cis-β-carotene (IV) which is isomerized to all-trans-β-carotene by treatment in high boiling petroleum ether. While several methods of obtaining β-carotene from vitamin A have been proposed, ...